From a dataset of the Open Reaction Database (ORD), a public repository of structured organic reaction records. describe an organic reaction: reactants, conditions, products, and yield The reactants are O=C([O-])[O-], BrCCCCCBr, CN(C)C=O, CCCNC(=O)Nc1ccc(Oc2ncnc3cc(O)c(OC)cc23)cc1Cl, [K+], [K+]. Product: CCCNC(=O)Nc1ccc(Oc2ncnc3cc(OCCCCBr)c(OC)cc23)cc1Cl. RXN SMILES: [C:29](=[O:30])([O-:31])[O-:32].[CH2:35]([CH2:36][CH2:37][CH2:38][CH2:39][Br:40])[Br:41].[CH3:42][N:43]([CH3:44])[CH:45]=[O:46].[Cl:1][c:2]1[c:3]([NH:22][C:23](=[O:24])[NH:25][CH2:26][CH2:27][CH3:28])[cH:4][cH:5][c:6]([O:8][c:9]2[n:10][cH:11][n:12][c:13]3[cH:14][c:15]([OH:21])[c:16]([O:19][CH3:20])[cH:17][c:18]23)[cH:7]1.[K+:33].[K+:34]>>[Cl:1][c:2]1[c:3]([NH:22][C:23](=[O:24])[NH:25][CH2:26][CH2:27][CH3:28])[cH:4][cH:5][c:6]([O:8][c:9]2[n:10][cH:11][n:12][c:13]3[cH:14][c:15]([O:21][CH2:36][CH2:37][CH2:38][CH2:39][Br:40])[c:16]([O:19][CH3:20])[cH:17][c:18]23)[cH:7]1. The reactants are C1(CCCCC1)CCCN1C[C@@H](CC1)NC=1N=CC(=NC1)/C=C/C(=O)NOC1OCCCC1 ((2E)-3-[5-({(3R)-1-(3-cyclohexylpropyl)-3-pyrrolidinyl}amino)-2-pyrazinyl]-N-(tetrahydro-2H-pyran-2-yloxy)acrylamide), Cl (HCl). Solvent: CCO (EtOH), CCO (EtOH). Reaction conditions: time 2 hour. Product: Cl.Cl.C1(CCCCC1)CCCN1C[C@@H](CC1)NC=1N=CC(=NC1)/C=C/C(=O)NO ((2E)-3-[5-({(3R)-1-(3-cyclohexylpropyl)-3-pyrrolidinyl}amino)-2-pyrazinyl]-N-hydroxyacrylamide dihydrochloride). Reaction SMILES: [CH:1]1([CH2:7][CH2:8][CH2:9][N:10]2[CH2:14][CH2:13][C@@H:12]([NH:15][C:16]3[N:17]=[CH:18][C:19](/[CH:22]=[CH:23]/[C:24]([NH:26][O:27]C4CCCCO4)=[O:25])=[N:20][CH:21]=3)[CH2:11]2)[CH2:6][CH2:5][CH2:4][CH2:3][CH2:2]1.[ClH:34]>CCO>[ClH:34].[ClH:34].[CH:1]1([CH2:7][CH2:8][CH2:9][N:10]2[CH2:14][CH2:13][C@@H:12]([NH:15][C:16]3[N:17]=[CH:18][C:19](/[CH:22]=[CH:23]/[C:24]([NH:26][OH:27])=[O:25])=[N:20][CH:21]=3)[CH2:11]2)[CH2:6][CH2:5][CH2:4][CH2:3][CH2:2]1 |f:3.4.5|. Procedure: To a solution of (2E)-3-[5-({(3R)-1-(3-cyclohexylpropyl)-3-pyrrolidinyl}amino)-2-pyrazinyl]-N-(tetrahydro-2H-pyran-2-yloxy)acrylamide (151 mg) in EtOH (0.75 mL) was added 2N—HCl solution in EtOH (0.75 mL) and the reaction mixture was stirred for 2 hours at ambient temperature. The mixture was evaporated and acetone was added. The resulting solid was collected by filtration to give (2E)-3-[5-({(3R)-1-(3-cyclohexylpropyl)-3-pyrrolidinyl}amino)-2-pyrazinyl]-N-hydroxyacrylamide dihydrochloride (117 ... Reactants: CCOC(C)=O, CCC(C)Oc1cccc(Cc2ncc(CC(=O)OC)c3cc(OC)c(OC)cc23)c1, CCCCCC, CCOC(C)=O, O=[Se]=O. Yields the product CCC(C)Oc1cccc(C(=O)c2ncc(CC(=O)OC)c3cc(OC)c(OC)cc23)c1. As a reaction SMILES: [C:41]([O:42][CH2:43][CH3:44])(=[O:45])[CH3:46].[CH3:1][O:2][C:3]([CH2:4][c:5]1[cH:6][n:7][c:8]([CH2:19][c:20]2[cH:21][c:22]([O:26][CH:27]([CH3:28])[CH2:29][CH3:30])[cH:23][cH:24][cH:25]2)[c:9]2[cH:10][c:11]([O:17][CH3:18])[c:12]([O:15][CH3:16])[cH:13][c:14]12)=[O:31].[CH3:35][CH2:36][CH2:37][CH2:38][CH2:39][CH3:40].[CH3:47][CH2:48][O:49][C:50](=[O:51])[CH3:52].[Se:32](=[O:33])=[O:34]>>[CH3:1][O:2][C:3]([CH2:4][c:5]1[cH:6][n:7][c:8]([C:19]([c:20]2[cH:21][c:22]([O:26][CH:27]([CH3:28])[CH2:29][CH3:30])[cH:23][cH:24][cH:25]2)=[O:33])[c:9]2[cH:10][c:11]([O:17][CH3:18])[c:12]([O:15][CH3:16])[cH:13][c:14]12)=[O:31]. The reactants are BrC=1N=C(SC1SC1=CC=C(C=C1)C(C)=O)C1(CCOCC1)OC (4'-[4-bromo-2-(4-methoxytetrahydropyran-4-yl)thiazol-5-ylthio]acetophenone), Cl.NO (hydroxylamine hydrochloride). The product is BrC=1N=C(SC1SC1=CC=C(C=C1)/C(/C)=N/O)C1(CCOCC1)OC ((E)-4'-[4-bromo-2-(4-methoxytetrahydropyran-4-yl)thiazol-5-ylthio]acetophenone oxime). Isolated yield 96.0%. Reaction SMILES: [Br:1][C:2]1[N:3]=[C:4]([C:17]2([O:23][CH3:24])[CH2:22][CH2:21][O:20][CH2:19][CH2:18]2)[S:5][C:6]=1[S:7][C:8]1[CH:13]=[CH:12][C:11]([C:14](=O)[CH3:15])=[CH:10][CH:9]=1.Cl.[NH2:26][OH:27]>>[Br:1][C:2]1[N:3]=[C:4]([C:17]2([O:23][CH3:24])[CH2:22][CH2:21][O:20][CH2:19][CH2:18]2)[S:5][C:6]=1[S:7][C:8]1[CH:13]=[CH:12][C:11](/[C:14](=[N:26]/[OH:27])/[CH3:15])=[CH:10][CH:9]=1 |f:1.2|. Procedure: Using an analogous procedure to that described in Example 15, 4'-[4-bromo-2-(4-methoxytetrahydropyran-4-yl)thiazol-5-ylthio]acetophenone was reacted with hydroxylamine hydrochloride to give (E)-4'-[4-bromo-2-(4-methoxytetrahydropyran-4-yl)thiazol-5-ylthio]acetophenone oxime in 96% yield, m.p. 130° C.; Starting materials: CCCNCC1OCc2cc(F)c(Br)cc2O1, CS(=O)[O-], CS(C)=O, I[Cu]I, [Na+], O=C(O)C1CCCN1. Product: CCCNCC1OCc2cc(F)c(S(C)(=O)=O)cc2O1. RXN SMILES: [Br:1][c:2]1[c:3]([F:17])[cH:4][c:5]2[c:6]([cH:16]1)[O:7][CH:8]([CH2:11][NH:12][CH2:13][CH2:14][CH3:15])[O:9][CH2:10]2.[CH3:18][S:19](=[O:20])[O-:21].[CH3:34][S:35]([CH3:36])=[O:37].[Cu:31]([I:32])[I:33].[Na+:22].[OH:23][C:24]([CH:25]1[NH:26][CH2:27][CH2:28][CH2:29]1)=[O:30]>>[c:2]1([S:19]([CH3:18])(=[O:20])=[O:21])[c:3]([F:17])[cH:4][c:5]2[c:6]([cH:16]1)[O:7][CH:8]([CH2:11][NH:12][CH2:13][CH2:14][CH3:15])[O:9][CH2:10]2. RXN SMILES: [Br:2][c:3]1[cH:4][c:5]([CH2:6][NH2:7])[cH:8][cH:9][cH:10]1.[CH3:11][C:12](=[O:13])[O:14][C:15](=[O:16])[CH3:17].[CH3:19][CH2:20][O:21][C:22](=[O:23])[CH3:24].[ClH:1].[OH2:18].[cH:25]1[cH:26][cH:27][n:28][cH:29][cH:30]1>>[Br:2][c:3]1[cH:4][c:5]([CH2:6][NH:7][C:12]([CH3:11])=[O:13])[cH:8][cH:9][cH:10]1. The reactants are NCc1cccc(Br)c1, CC(=O)OC(C)=O, CCOC(C)=O, Cl, O, c1ccncc1. Yields the product CC(=O)NCc1cccc(Br)c1. Reactants: COc1ccc2nc3cc4ccccc4cc3c(Cl)c2c1, N#C[Cu], N#C[K]. The product is COc1ccc2nc3cc4ccccc4cc3c(C#N)c2c1. As a reaction SMILES: [Cl:1][c:2]1[c:3]2[cH:4][c:5]([O:20][CH3:21])[cH:6][cH:7][c:8]2[n:9][c:10]2[cH:11][c:12]3[c:13]([cH:14][c:15]12)[cH:16][cH:17][cH:18][cH:19]3.[Cu:25][C:26]#[N:27].[K:22][C:23]#[N:24]>>[c:2]1([C:23]#[N:24])[c:3]2[cH:4][c:5]([O:20][CH3:21])[cH:6][cH:7][c:8]2[n:9][c:10]2[cH:11][c:12]3[c:13]([cH:14][c:15]12)[cH:16][cH:17][cH:18][cH:19]3.